Task: describe an organic reaction: reactants, conditions, products, and yield. Dataset: the Open Reaction Database (ORD), a public repository of structured organic reaction records Starting materials: BrC1=CC2=C(C(OC2)=O)C=C1 (5-bromo-2-benzofuran-1(3H)-one), C1CC(=O)N(C1=O)I (NIS), CCOC(=O)C (EtOAc), ice water. Solvent: S(=O)(=O)(C(F)(F)F)O (TfOH). The product is BrC1=C(C2=C(C(OC2)=O)C=C1)I (5-bromo-4-iodo-2-benzofuran-1(3H]-one). RXN SMILES: [Br:1][C:2]1[CH:11]=[CH:10][C:5]2[C:6](=[O:9])[O:7][CH2:8][C:4]=2[CH:3]=1.C1C(=O)N([I:19])C(=O)C1.CCOC(C)=O>S(O)(C(F)(F)F)(=O)=O>[Br:1][C:2]1[CH:11]=[CH:10][C:5]2[C:6](=[O:9])[O:7][CH2:8][C:4]=2[C:3]=1[I:19]. Procedure details: To a solution of 5-bromo-2-benzofuran-1(3H)-one (5.00 g, 23.5 mmol) at 0° C. in TfOH (100 mL) was added NIS (5.55 g, 24.6 mmol). The mixture was stirred at room temperature over night; LC analysis of the reaction mixture indicated completion of the reaction. The reaction mixture was then poured slowly into ice-water (1 L) with stirring. To the solution was then added EtOAc (500 mL) and subsequently stirred for 10 min. The mixture was filtered and the organic layer separated. The aqueous layer wa...